Dataset: the Open Reaction Database (ORD), a public repository of structured organic reaction records. Task: describe an organic reaction: reactants, conditions, products, and yield Starting materials: CC1=C(C#N)C(c2ccc(C#N)cc2S(C)(=O)=O)NC(=O)N1c1cccc(C(F)(F)F)c1, C1CCOC1, CS(=O)(=O)Cl, [H-], [Na+]. The product is CC1=C(C#N)C(c2ccc(C#N)cc2S(C)(=O)=O)N(S(C)(=O)=O)C(=O)N1c1cccc(C(F)(F)F)c1. As a reaction SMILES: [C:1](#[N:2])[c:3]1[cH:4][c:5]([S:29](=[O:30])(=[O:31])[CH3:32])[c:6]([CH:9]2[NH:10][C:11](=[O:28])[N:12]([c:18]3[cH:19][c:20]([C:24]([F:25])([F:26])[F:27])[cH:21][cH:22][cH:23]3)[C:13]([CH3:17])=[C:14]2[C:15]#[N:16])[cH:7][cH:8]1.[CH2:40]1[O:41][CH2:42][CH2:43][CH2:44]1.[CH3:35][S:36]([Cl:37])(=[O:38])=[O:39].[H-:33].[Na+:34]>>[C:1](#[N:2])[c:3]1[cH:4][c:5]([S:29](=[O:30])(=[O:31])[CH3:32])[c:6]([CH:9]2[N:10]([S:36]([CH3:35])(=[O:38])=[O:39])[C:11](=[O:28])[N:12]([c:18]3[cH:19][c:20]([C:24]([F:25])([F:26])[F:27])[cH:21][cH:22][cH:23]3)[C:13]([CH3:17])=[C:14]2[C:15]#[N:16])[cH:7][cH:8]1.